From a dataset of the Open Reaction Database (ORD), a public repository of structured organic reaction records. describe an organic reaction: reactants, conditions, products, and yield Solvent: C(C)#N (acetonitrile). The product is CC1(C2=C(OC1=O)C=CC1=CC=C(C=C12)CN1N=CN=C1)C (1,1-dimethyl-8-(1H-1,2,4-triazol-1-ylmethyl)-2-(1H)-naphtho[2,1-b]furanone). RXN SMILES: Br[CH2:2][C:3]1[CH:15]=[C:14]2[C:6]([CH:7]=[CH:8][C:9]3[O:10][C:11](=[O:18])[C:12]([CH3:17])([CH3:16])[C:13]=32)=[CH:5][CH:4]=1.[NH:19]1[CH:23]=[N:22][CH:21]=[N:20]1>C(#N)C>[CH3:16][C:12]1([CH3:17])[C:11](=[O:18])[O:10][C:9]2[CH:8]=[CH:7][C:6]3[C:14]([C:13]1=2)=[CH:15][C:3]([CH2:2][N:19]1[CH:23]=[N:22][CH:21]=[N:20]1)=[CH:4][CH:5]=3. Procedure details: A solution of 8-bromomethyl-1,1-dimethyl-2(1H)-naphtho[2,1-b]furanone in acetonitrile (5 ml), was treated with 1,2,4-triazole (1.4 g) and the mixture was heated under reflux for 18 h. The solution was evaporated to dryness under reduced pressure and the residue was partitioned between 1N aqueous sodium hydrogen carbonate and ethyl acetate. The ethyl acetate extract was separated, dried and evaporated to dryness, and the residue was purified by flash chromatography. Elution with methanol:chlorofo... Starting materials: BrCC1=CC=C2C=CC=3OC(C(C3C2=C1)(C)C)=O (8-bromomethyl-1,1-dimethyl-2(1H)-naphtho[2,1-b]furanone), N1N=CN=C1 (1,2,4-triazole). The reactants are FC1=C(C=C(C=C1)F)C(C)=O (2',5'-difluoroacetophenone), CN (methylamine), [OH-].[Na+] (sodium hydroxide). Reagents/catalysts: [Cu] (copper). The solvent is industrial methylated spirit, Cl (hydrochloric acid). The product is FC=1C=CC(=C(C1)C(C)=O)NC (5'-fluoro-2'-(methylamino)acetophenone). Reaction SMILES: F[C:2]1[CH:7]=[CH:6][C:5]([F:8])=[CH:4][C:3]=1[C:9](=[O:11])[CH3:10].[CH3:12][NH2:13].[OH-].[Na+]>[Cu].Cl>[F:8][C:5]1[CH:6]=[CH:7][C:2]([NH:13][CH3:12])=[C:3]([C:9](=[O:11])[CH3:10])[CH:4]=1 |f:2.3|. Procedure: A mixture of 2',5'-difluoroacetophenone (20 g), methylamine (33% w/w solution in industrial methylated spirit, 31ml), industrial methylated spirit (30 ml) and copper powder (0.2 g) was heated at 80° in a sealed pressure vessel for 24 hours. The reaction mixture was allowed to cool to ambient temperature and the mixture washed out of the vessel with industrial methylated spirit (2×30 ml). A solution of sodium sulphide nonahydrate (1 g) in water (10 ml) was added to the combined reaction mixture a...